This data is from the Open Reaction Database (ORD), a public repository of structured organic reaction records. The task is: describe an organic reaction: reactants, conditions, products, and yield Reactants: Cc1ccc(S(=O)(=O)O)cc1, COC(=O)CC(=O)C(C)C, Cc1ccccc1, OCCO. Yields the product COC(=O)CC1(C(C)C)OCCO1. Reaction SMILES: [CH3:15][c:16]1[cH:17][cH:18][c:19]([S:20](=[O:21])(=[O:22])[OH:23])[cH:24][cH:25]1.[CH3:1][CH:2]([C:3]([CH2:4][C:5](=[O:6])[O:7][CH3:8])=[O:9])[CH3:10].[CH3:26][c:27]1[cH:28][cH:29][cH:30][cH:31][cH:32]1.[OH:11][CH2:12][CH2:13][OH:14]>>[CH3:1][CH:2]([C:3]1([CH2:4][C:5](=[O:6])[O:7][CH3:8])[O:9][CH2:13][CH2:12][O:11]1)[CH3:10]. Reactants: BrCC1=CSC2=C1C=C(C=C2)Cl (3-bromomethyl-5-chlorobenzothiophene), C(C)(=O)[O-].[K+] (potassium acetate), Cl (HCl). The solvent is [OH-].[Na+] (NaOH), O1CCOCC1 (dioxane). Product: ClC=1C=CC2=C(C(=CS2)CO)C1 ((5-chloro-1-benzothien-3-yl)methanol). Reaction SMILES: Br[CH2:2][C:3]1[C:7]2[CH:8]=[C:9]([Cl:12])[CH:10]=[CH:11][C:6]=2[S:5][CH:4]=1.C([O-])(=[O:15])C.[K+].Cl>[OH-].[Na+].O1CCOCC1>[Cl:12][C:9]1[CH:10]=[CH:11][C:6]2[S:5][CH:4]=[C:3]([CH2:2][OH:15])[C:7]=2[CH:8]=1 |f:1.2,4.5|. Procedure details: A solution of 3-bromomethyl-5-chlorobenzothiophene (2.5 g, 9.56 mmol) and potassium acetate (1.96 g, 20 mmol) in 1M NaOH (40 mL) and dioxane (40 mL) was heated to reflux for 24 hours, adjusted to pH<7with 1M HCl, and extracted with ethyl acetate (3×). The combined extracts were washed with brine, concentrated, and purified by flash column chromatography on silica gel with 50% ethyl acetate/hexanes to provide the desired product. Starting materials: ClC1=NC=CC=C1Cl (2,3-dichloropyridine), C[C@H]1NCCNC1 ((R)-(−)-2-methylpiperazine). Yields the product ClC=1C(=NC=CC1)N1C[C@H](NCC1)C ((3R)-1-(3-Chloropyridin-2-yl)-3-methylpiperazine). As a reaction SMILES: Cl[C:2]1[C:7]([Cl:8])=[CH:6][CH:5]=[CH:4][N:3]=1.[CH3:9][C@@H:10]1[CH2:15][NH:14][CH2:13][CH2:12][NH:11]1>>[Cl:8][C:7]1[C:2]([N:14]2[CH2:13][CH2:12][NH:11][C@H:10]([CH3:9])[CH2:15]2)=[N:3][CH:4]=[CH:5][CH:6]=1. Reported procedure: A mixture of 2,3-dichloropyridine (0.74 g, 5 mmol, Aldrich) and (R)-(−)-2-methylpiperazine (0.6 g. 6 mmol, Aldrich) reacted under the conditions of Example 43a to give the title compound as a off-white solid. MS (ESI, pos. ion) m/z: 212 (M+1). Starting materials: [OH-].[K+] (KOH), OC1=CC=C(C=C1)C1(CCC(CC1)[C@@H]1CC[C@H](CC1)CCC)C1=CC=C(C=C1)O (1,1-bis(4-hydroxyphenyl)-4-(trans-4-n-propylcyclohexyl)cyclohexane), ClC1=CC=C(C=C1)[N+](=O)[O-] (p-chloronitrobenzene). Run in CS(=O)C (DMSO), CS(=O)C (DMSO). Run at temperature 65 celsius, time 5 hour. Product: [N+](=O)([O-])C1=CC=C(OC2=CC=C(C=C2)C2(CCC(CC2)[C@@H]2CC[C@H](CC2)CCC)C2=CC=C(C=C2)OC2=CC=C(C=C2)[N+](=O)[O-])C=C1 (1,1-bis[4-(4-nitrophenoxy)phenyl]-4-(trans-4-n-propylcyclohexyl)cyclohexane). Isolated yield 76.1%. Reaction SMILES: [OH-:1].[K+].[OH:3][C:4]1[CH:9]=[CH:8][C:7]([C:10]2([C:25]3[CH:30]=[CH:29][C:28]([OH:31])=[CH:27][CH:26]=3)[CH2:15][CH2:14][CH:13]([C@H:16]3[CH2:21][CH2:20][C@H:19]([CH2:22][CH2:23][CH3:24])[CH2:18][CH2:17]3)[CH2:12][CH2:11]2)=[CH:6][CH:5]=1.Cl[C:33]1[CH:38]=[CH:37][C:36]([N+:39]([O-:41])=[O:40])=[CH:35][CH:34]=1>CS(C)=O>[N+:39]([C:36]1[CH:37]=[CH:38][C:33]([O:3][C:4]2[CH:5]=[CH:6][C:7]([C:10]3([C:25]4[CH:26]=[CH:27][C:28]([O:31][C:33]5[CH:38]=[CH:37][C:36]([N+:39]([O-:40])=[O:1])=[CH:35][CH:34]=5)=[CH:29][CH:30]=4)[CH2:15][CH2:14][CH:13]([C@H:16]4[CH2:17][CH2:18][C@H:19]([CH2:22][CH2:23][CH3:24])[CH2:20][CH2:21]4)[CH2:12][CH2:11]3)=[CH:8][CH:9]=2)=[CH:34][CH:35]=1)([O-:41])=[O:40] |f:0.1|. Procedure details: DMSO (300 ml) and KOH (38.0 g) were added to 1,1-bis(4-hydroxyphenyl)-4-(trans-4-n-propylcyclohexyl)cyclohexane (110.6 g) obtained in the first step, followed by dissolving these together on heating to 65° C., dropwise adding to the solution, a solution of p-chloronitrobenzene (97.8 g) in DMSO (500 ml) at 65° C., reacting the mixture, aging for 5 hours, cooling down to room temperature after completion of the reaction, extracting with dichloromethane, washing with lN-NaOH aqueous solution and fu... Reactants: OBO, Brc1ccncc1, COCCOC, CCOC(C)=O, COc1ccccc1, Cl, [Na+], [Na+], O=C([O-])[O-], Cl[Pd-](Cl)CCCCP(c1ccccc1)c1ccccc1. Yields the product COc1ccc(-c2ccncc2)cc1. As a reaction SMILES: [BH:1]([OH:2])[OH:3].[Br:13][c:14]1[cH:15][cH:16][n:17][cH:18][cH:19]1.[CH2:20]([CH2:21][O:22][CH3:23])[O:24][CH3:25].[CH3:32][CH2:33][O:34][C:35](=[O:36])[CH3:37].[CH3:4][O:5][c:6]1[cH:7][cH:8][cH:9][cH:10][cH:11]1.[ClH:12].[Na+:26].[Na+:27].[O-:28][C:29](=[O:30])[O-:31].[c:38]1([P:39]([CH2:40][CH2:41][CH2:42][CH2:43][Pd-:44]([Cl:45])[Cl:46])[c:47]2[cH:48][cH:49][cH:50][cH:51][cH:52]2)[cH:53][cH:54][cH:55][cH:56][cH:57]1>>[CH3:4][O:5][c:6]1[cH:7][cH:8][c:9](-[c:14]2[cH:15][cH:16][n:17][cH:18][cH:19]2)[cH:10][cH:11]1. Starting materials: ClCCC(=O)N=C=O (beta-chloropropionyl isocyanate), C(C)(C)(C)O (t-butanol). The solvent is ClC(C)Cl (dichloroethane), ClC(C)Cl (dichloroethane). Product: ClCCC(=O)NC(OC(C)(C)C)=O (t-butyl beta-chloropropionylcarbamate). As a reaction SMILES: [Cl:1][CH2:2][CH2:3][C:4]([N:6]=[C:7]=[O:8])=[O:5].[C:9]([OH:13])([CH3:12])([CH3:11])[CH3:10]>ClC(Cl)C>[Cl:1][CH2:2][CH2:3][C:4]([NH:6][C:7](=[O:8])[O:13][C:9]([CH3:12])([CH3:11])[CH3:10])=[O:5]. Procedure: To beta-chloropropionyl isocyanate (13.3 g; 100 mmol) in dichloroethane (20 g), a solution of t-butanol (7.4 g; 100 mmol) in dichloroethane (20 g) was dropwise added under ice-cooling in 5 minutes, whereby t-butyl beta-chloropropionylcarbamate was produced. Triethylamine (9.8 g; 100 mmol) was added to the reaction mixture, and the resultant mixture was stirred for 60 minutes. Precipitated salts were eliminated by filtration, and the filtrate was concentrated under reduced pressure to give t-buty... Starting materials: ClCC1C(C2=CC=CC=C2CC1)=O (2-chloromethyl-1-tetralone), P(Cl)(Cl)Cl (phosphorus trichloride), OCC1C(C2=CC=CC=C2CC1)=O (2-hydroxymethyl-1-tetralone), C1(=CC=CC=C1)C1CCN(CC1)O (4-phenylpiperidin-1-ol), C([O-])([O-])=O.[K+].[K+] (potassium carbonate). Solvent: C(C)(C)O (isopropanol). Yields the product Cl.C1(=CC=CC=C1)C1(CCN(CC1)CC1C(C2=CC=CC=C2CC1)=O)O (2-(4-phenyl-4-hydroxypiperidinomethyl)-1-tetralone. Hydrochloride). Reaction SMILES: [Cl:1][CH2:2][CH:3]1[CH2:12][CH2:11][C:10]2[C:5](=[CH:6][CH:7]=[CH:8][CH:9]=2)[C:4]1=[O:13].P(Cl)(Cl)Cl.OC[CH:20]1[CH2:29]C[C:27]2[C:22](=[CH:23][CH:24]=[CH:25][CH:26]=2)[C:21]1=[O:30].C1(C2CC[N:40](O)[CH2:39][CH2:38]2)C=CC=CC=1.C(=O)([O-])[O-].[K+].[K+]>C(O)(C)C>[ClH:1].[C:22]1([C:21]2([OH:30])[CH2:20][CH2:29][N:40]([CH2:2][CH:3]3[CH2:12][CH2:11][C:10]4[C:5](=[CH:6][CH:7]=[CH:8][CH:9]=4)[C:4]3=[O:13])[CH2:39][CH2:38]2)[CH:23]=[CH:24][CH:25]=[CH:26][CH:27]=1 |f:4.5.6,8.9|. Procedure: 1.95 g. of 2-chloromethyl-1-tetralone, prepared by reaction of phosphorus trichloride and 2-hydroxymethyl-1-tetralone, 3.54 g. of 4-phenylpiperidin-1-ol and 1 g. of potassium carbonate in 20 ml. of isopropanol are heated under reflux for 3 hours. The mixture is evaporated and worked up with water and ether to give 2-(4-phenyl-4-hydroxypiperidinomethyl)-1-tetralone. Hydrochloride, M.P. 164°-167°. Starting materials: C(C)(C)(C)OC(=O)NCCC(=O)O (N-t-Butoxycarbonyl-β-alanine), NCCC#N (3-aminopropionitrile), CN1CCOCC1 (N-methylmorpholine), ClC(=O)OCC(C)C (Isobutyl chloroformate). Solvent: C(C)(=O)OCC (ethyl acetate), C(Cl)Cl (methylene chloride), C(C)(=O)OCC (Ethyl acetate), C(Cl)Cl (methylene chloride). Reaction conditions: time 5 minute. Product: C(C)(C)(C)OC(=O)NCCC(=O)NCCC#N (3-(t-butoxycarbonylamino)-N-(2-cyanoethyl)propionamide). RXN SMILES: [C:1]([O:5][C:6]([NH:8][CH2:9][CH2:10][C:11]([OH:13])=O)=[O:7])([CH3:4])([CH3:3])[CH3:2].CN1CCOCC1.ClC(OCC(C)C)=O.[NH2:29][CH2:30][CH2:31][C:32]#[N:33]>C(OCC)(=O)C.C(Cl)Cl>[C:1]([O:5][C:6]([NH:8][CH2:9][CH2:10][C:11]([NH:33][CH2:32][CH2:31][C:30]#[N:29])=[O:13])=[O:7])([CH3:2])([CH3:3])[CH3:4]. Procedure: N-t-Butoxycarbonyl-β-alanine (5.8 mmol) in ethyl acetate (30 mL) and methylene chloride (7.5 mL) is cooled under nitrogen to 0° with an ice bath and treated with N-methylmorpholine (5.8 mmol). Isobutyl chloroformate (5.8 mmol) is added dropwise. After 5 minutes of stirring, 3-aminopropionitrile (6.4 mmol) in methylene chloride (5.0 mL) is added slowly. Stirring is continued for 1 hour at 0°, then for 4 hours at room temperature. Ethyl acetate (30 mL) is added and the solution is successively was... Starting materials: ClCCCI (1-chloro-3-iodopropane), O (water), C[Si](C)(C)C#C (trimethylsilylacetylene), C(CCC)[Li] (n-butyllithium). Run in O1CCCC1 (tetrahydrofuran), O1CCCC1 (tetrahydrofuran). Reaction conditions: time 30 minute. Yields the product ClCCCC#C[Si](C)(C)C (5-Chloro-1-trimethylsilylpent-1-yne). As a reaction SMILES: [CH3:1][Si:2]([C:5]#[CH:6])([CH3:4])[CH3:3].C([Li])CCC.[Cl:12][CH2:13][CH2:14][CH2:15]I.O>O1CCCC1>[Cl:12][CH2:13][CH2:14][CH2:15][C:6]#[C:5][Si:2]([CH3:4])([CH3:3])[CH3:1]. Procedure: A solution of trimethylsilylacetylene (12.0 g., Aldrich) in dry tetrahydrofuran (100 ml.) was stirred at 0°, under a current of nitrogen and n-butyllithium (76.5 ml. of 1.6M solution in hexane) was added dropwise. The solution was stirred for 30 minutes and a solution of 1-chloro-3-iodopropane (25.0 g.) in dry tetrahydrofuran (75 ml.) was added. The reaction mixture was allowed to warm to 20° and stirred for 18 hours. The mixture was poured into water and the aqueous mixture was extracted with d... Reactants: C(C)(C)(C)NC1=C(C=C(C(=N1)Cl)C#N)F (6-t-butylamino-2-chloro-3-cyano-5-fluoropyridine), C(C1=CC=CC=C1)N (benzylamine). The solvent is CN1C(CCC1)=O (N-methylpyrrolidone). Reaction conditions: temperature 160 celsius, time 3 hour. The product is C(C1=CC=CC=C1)NC1=NC(=C(C=C1C#N)F)NC(C)(C)C (2-benzylamino-6-t-butylamino-3-cyano-5-fluoropyridine). Isolated yield 25.4%. Reaction SMILES: [C:1]([NH:5][C:6]1[N:11]=[C:10](Cl)[C:9]([C:13]#[N:14])=[CH:8][C:7]=1[F:15])([CH3:4])([CH3:3])[CH3:2].[CH2:16]([NH2:23])[C:17]1[CH:22]=[CH:21][CH:20]=[CH:19][CH:18]=1>CN1CCCC1=O>[CH2:16]([NH:23][C:10]1[C:9]([C:13]#[N:14])=[CH:8][C:7]([F:15])=[C:6]([NH:5][C:1]([CH3:4])([CH3:3])[CH3:2])[N:11]=1)[C:17]1[CH:22]=[CH:21][CH:20]=[CH:19][CH:18]=1. Procedure details: To 40 ml of N-methylpyrrolidone solution of 6 g 6-t-butylamino-2-chloro-3-cyano-5-fluoropyridine was added 6.3 g of benzylamine, and the mixture was stirred under nitrogen atmosphere at 160° C. for 3 hours and allowed to cool. The reaction solution was separated by adding chloroform and water, and the organic layer was dried over magnesium sulfate, and the solvent was distilled off. The precipitated crystals were collected from the residue by filtration to obtain 2 g of the title compound as a p...